From a dataset of the Open Reaction Database (ORD), a public repository of structured organic reaction records. describe an organic reaction: reactants, conditions, products, and yield Starting materials: O1CCOC12CCC(CC2)CO (1,4-dioxaspiro[4.5]dec-8-ylmethanol), C(C1=CC=CC=C1)OC=1C=C(C=CC1)O (3-(benzyloxy)phenol), C1(=CC=CC=C1)P(C1=CC=CC=C1)C1=CC=CC=C1 (triphenylphosphine), azodicarboxylate diethyl. Run in C1CCOC1 (THF). Reaction conditions: time 8 hour. Yields the product C(C1=CC=CC=C1)OC=1C=C(OCC2CCC3(OCCO3)CC2)C=CC1 (8-{[3-(benzyloxy)phenoxy]methyl}-1,4-dioxaspiro[4.5]decane). Yield: 47.8%. Reaction SMILES: [O:1]1[C:5]2([CH2:10][CH2:9][CH:8]([CH2:11][OH:12])[CH2:7][CH2:6]2)[O:4][CH2:3][CH2:2]1.[CH2:13]([O:20][C:21]1[CH:22]=[C:23](O)[CH:24]=[CH:25][CH:26]=1)[C:14]1[CH:19]=[CH:18][CH:17]=[CH:16][CH:15]=1.C1(P(C2C=CC=CC=2)C2C=CC=CC=2)C=CC=CC=1>C1COCC1>[CH2:13]([O:20][C:21]1[CH:26]=[C:25]([CH:24]=[CH:23][CH:22]=1)[O:12][CH2:11][CH:8]1[CH2:9][CH2:10][C:5]2([O:4][CH2:3][CH2:2][O:1]2)[CH2:6][CH2:7]1)[C:14]1[CH:19]=[CH:18][CH:17]=[CH:16][CH:15]=1. Reported procedure: To a solution of 1,4-dioxaspiro[4.5]dec-8-ylmethanol (946 mg), 3-(benzyloxy)phenol (1 g), and triphenylphosphine (1.57 g) in THF (15 mL) was added azodicarboxylate diethyl (944 μL) under ice-cooling, and the mixture was stirred at room temperature overnight. The reaction liquid was concentrated under reduced pressure, benzene was added to the residue, and insolubles were removed by filtration. The filtrate was concentrated under reduced pressure, and the residue was purified by silica gel column... Reactants: COC(=O)CCN1CCN(c2ccc([N+](=O)[O-])cc2)CC1, CCO. The product is COC(=O)CCN1CCN(c2ccc(N)cc2)CC1. RXN SMILES: [CH3:1][O:2][C:3]([CH2:4][CH2:5][N:6]1[CH2:7][CH2:8][N:9]([c:12]2[cH:13][cH:14][c:15]([N+:18]([O-:19])=[O:20])[cH:16][cH:17]2)[CH2:10][CH2:11]1)=[O:21].[CH3:22][CH2:23][OH:24]>>[CH3:1][O:2][C:3]([CH2:4][CH2:5][N:6]1[CH2:7][CH2:8][N:9]([c:12]2[cH:13][cH:14][c:15]([NH2:18])[cH:16][cH:17]2)[CH2:10][CH2:11]1)=[O:21].